Dataset: the Open Reaction Database (ORD), a public repository of structured organic reaction records. Task: describe an organic reaction: reactants, conditions, products, and yield Procedure details: To a solution of methyl 3-(5-amino-6-bromopyrazin-2-yl)propanoate (55 mg, 0.211 mmol) in MeOH (961 μL) and H2O (96 μL) was added potassium carbonate (170 mg, 1.230 mmol). The reaction mixture was stirred for overnight. To the reaction mixture, anhydrous Na2SO4 was added. After diluted with EtOAc (3 mL) and filtered, the volatile materials were removed in vacuo. The crude 3-(5-amino-6-bromopyrazin-2-yl)propanoic acid was obtained and used for the next step without further purification. LCMS (m/z)... The reactants are NC=1N=CC(=NC1Br)CCC(=O)OC (methyl 3-(5-amino-6-bromopyrazin-2-yl)propanoate), C([O-])([O-])=O.[K+].[K+] (potassium carbonate), [O-]S(=O)(=O)[O-].[Na+].[Na+] (Na2SO4). Solvent: CO (MeOH), O (H2O), CCOC(=O)C (EtOAc). Product: NC=1N=CC(=NC1Br)CCC(=O)O (3-(5-amino-6-bromopyrazin-2-yl)propanoic acid). Conditions: time 8 hour. Reaction SMILES: [NH2:1][C:2]1[N:3]=[CH:4][C:5]([CH2:9][CH2:10][C:11]([O:13]C)=[O:12])=[N:6][C:7]=1[Br:8].C(=O)([O-])[O-].[K+].[K+].[O-]S([O-])(=O)=O.[Na+].[Na+]>CO.O.CCOC(C)=O>[NH2:1][C:2]1[N:3]=[CH:4][C:5]([CH2:9][CH2:10][C:11]([OH:13])=[O:12])=[N:6][C:7]=1[Br:8] |f:1.2.3,4.5.6|.